From a dataset of the Open Reaction Database (ORD), a public repository of structured organic reaction records. describe an organic reaction: reactants, conditions, products, and yield Starting materials: CC1=C(C(=O)C(C(=O)OCC)=COCC)C(=C(C(=C1F)F)F)F (ethyl 2-(2-methyl-3,4,5,6-tetrafluorobenzoyl)-3-ethoxyacrylate), FC1=C(N)C=CC(=C1)F (2,4-difluoroaniline). The product is CC1=C(C(=O)C(C(=O)OCC)=CNC2=C(C=C(C=C2)F)F)C(=C(C(=C1F)F)F)F (ethyl 2-(2-methyl-3,4,5,6-tetrafluorobenzoyl)-3-(2,4-difluorophenyl)aminoacrylate). RXN SMILES: [CH3:1][C:2]1[C:19]([F:20])=[C:18]([F:21])[C:17]([F:22])=[C:16]([F:23])[C:3]=1[C:4]([C:6](=[CH:12]OCC)[C:7]([O:9][CH2:10][CH3:11])=[O:8])=[O:5].[F:24][C:25]1[CH:31]=[C:30]([F:32])[CH:29]=[CH:28][C:26]=1[NH2:27]>>[CH3:1][C:2]1[C:19]([F:20])=[C:18]([F:21])[C:17]([F:22])=[C:16]([F:23])[C:3]=1[C:4]([C:6](=[CH:12][NH:27][C:26]1[CH:28]=[CH:29][C:30]([F:32])=[CH:31][C:25]=1[F:24])[C:7]([O:9][CH2:10][CH3:11])=[O:8])=[O:5]. Reported procedure: Employing ethyl 2-(2-methyl-3,4,5,6-tetrafluorobenzoyl)-3-ethoxyacrylate (5.0 g) and 2,4-difluoroaniline (2.02 g), the procedure of Reference Example 21 is repeated to give ethyl 2-(2-methyl-3,4,5,6-tetrafluorobenzoyl)-3-(2,4-difluorophenyl)aminoacrylate, which is then treated with 60% sodium hydride as in Reference Example 22 to give ethyl 1-(2,4-difluorophenyl)-5-methyl-6,7,8-trifluoro-1,4-dihydro-4-oxoquinoline-3-carboxylate (4.6 g), as pale yellow prisms (recrystallized from dichloromethane ... Reactants: C1(CC1)C=1C=CC(=NC1OC)/C(=C/[C@H]1CCC(N1)=O)/C1=CC(=C(C=C1)Cl)Cl ((5R)-5-[(E)-2-(5-cyclopropyl-6-methoxypyridin-2-yl)-2-(3,4-dichlorophenyl)ethenyl]pyrrolidin-2-one), [H][H] (hydrogen). The reagents and catalysts are [Br-].[Zn+2].[Br-] (Zinc bromide), [Pd] (palladium-activated carbon). Run in CO (methanol). Yields the product crude product, C1(CC1)C=1C=CC(=NC1OC)C(C[C@H]1CCC(N1)=O)C1=CC(=C(C=C1)Cl)Cl ((5R)-5-[2-(5-cyclopropyl-6-methoxypyridin-2-yl)-2-(3,4-dichlorophenyl)ethyl]pyrrolidin-2-one). RXN SMILES: [CH:1]1([C:4]2[CH:5]=[CH:6][C:7](/[C:12](/[C:20]3[CH:25]=[CH:24][C:23]([Cl:26])=[C:22]([Cl:27])[CH:21]=3)=[CH:13]/[C@@H:14]3[NH:18][C:17](=[O:19])[CH2:16][CH2:15]3)=[N:8][C:9]=2[O:10][CH3:11])[CH2:3][CH2:2]1.[H][H]>CO.[Br-].[Zn+2].[Br-].[Pd]>[CH:1]1([C:4]2[CH:5]=[CH:6][C:7]([CH:12]([C:20]3[CH:25]=[CH:24][C:23]([Cl:26])=[C:22]([Cl:27])[CH:21]=3)[CH2:13][C@@H:14]3[NH:18][C:17](=[O:19])[CH2:16][CH2:15]3)=[N:8][C:9]=2[O:10][CH3:11])[CH2:3][CH2:2]1 |f:3.4.5|. Reported procedure: Zinc bromide (20 mg) and 10% palladium-activated carbon (40 mg) were added to a solution of (5R)-5-[(E)-2-(5-cyclopropyl-6-methoxypyridin-2-yl)-2-(3,4-dichlorophenyl)ethenyl]pyrrolidin-2-one (100 mg) in methanol (3 mL), and the mixture was stirred at room temperature for 18 hours in a hydrogen atmosphere. The reaction solution was filtered through celite, after which the filtrate was concentrated under reduced pressure to give a crude product of (5R)-5-[2-(5-cyclopropyl-6-methoxypyridin-2-yl)-2-... The reactants are Fc1cc(F)c2c(c1)OCCC2Cl, Cc1nc2c(O)cc(C(=O)N(C)C)cc2n1C. Product: Cc1nc2c(OC3CCOc4cc(F)cc(F)c43)cc(C(=O)N(C)C)cc2n1C. As a reaction SMILES: [Cl:18][CH:19]1[CH2:20][CH2:21][O:22][c:23]2[cH:24][c:25]([F:30])[cH:26][c:27]([F:29])[c:28]21.[OH:1][c:2]1[cH:3][c:4]([C:13](=[O:14])[N:15]([CH3:16])[CH3:17])[cH:5][c:6]2[n:7]([CH3:12])[c:8]([CH3:11])[n:9][c:10]12>>[O:1]([c:2]1[cH:3][c:4]([C:13](=[O:14])[N:15]([CH3:16])[CH3:17])[cH:5][c:6]2[n:7]([CH3:12])[c:8]([CH3:11])[n:9][c:10]12)[CH:19]1[CH2:20][CH2:21][O:22][c:23]2[cH:24][c:25]([F:30])[cH:26][c:27]([F:29])[c:28]21.